Dataset: the Open Reaction Database (ORD), a public repository of structured organic reaction records. Task: describe an organic reaction: reactants, conditions, products, and yield Reactants: CN(C)C=O, Cc1n[nH]c(Sc2cc(Cl)cc(Cl)c2)c1C(=O)c1ccccc1, [H-], CC(C)I, [Na+], O. The product is Cc1nn(C(C)C)c(Sc2cc(Cl)cc(Cl)c2)c1C(=O)c1ccccc1. As a reaction SMILES: [CH3:31][N:32]([CH3:33])[CH:34]=[O:35].[Cl:1][c:2]1[cH:3][c:4]([S:9][c:10]2[c:11]([C:16](=[O:17])[c:18]3[cH:19][cH:20][cH:21][cH:22][cH:23]3)[c:12]([CH3:15])[n:13][nH:14]2)[cH:5][c:6]([Cl:8])[cH:7]1.[H-:24].[I:26][CH:27]([CH3:28])[CH3:29].[Na+:25].[OH2:30]>>[Cl:1][c:2]1[cH:3][c:4]([S:9][c:10]2[c:11]([C:16](=[O:17])[c:18]3[cH:19][cH:20][cH:21][cH:22][cH:23]3)[c:12]([CH3:15])[n:13][n:14]2[CH:27]([CH3:28])[CH3:29])[cH:5][c:6]([Cl:8])[cH:7]1. Starting materials: COC(=O)c1c(C)c2cnc(Nc3ccc(N4CCN(C(=O)OC(C)(C)C)CC4)cn3)nc2n1C1CCCC1, ClCCl, O=C(O)C(F)(F)F. The product is COC(=O)c1c(C)c2cnc(Nc3ccc(N4CCNCC4)cn3)nc2n1C1CCCC1, O=C(O)C(F)(F)F. As a reaction SMILES: [CH3:1][O:2][C:3](=[O:4])[c:5]1[c:6]([CH3:39])[c:7]2[c:8]([n:9][c:10]([NH:13][c:14]3[n:15][cH:16][c:17]([N:20]4[CH2:21][CH2:22][N:23]([C:26]([O:27][C:28]([CH3:29])([CH3:30])[CH3:31])=[O:32])[CH2:24][CH2:25]4)[cH:18][cH:19]3)[n:11][cH:12]2)[n:33]1[CH:34]1[CH2:35][CH2:36][CH2:37][CH2:38]1.[Cl:47][CH2:48][Cl:49].[F:40][C:41]([C:42](=[O:43])[OH:44])([F:45])[F:46]>>[CH3:1][O:2][C:3](=[O:4])[c:5]1[c:6]([CH3:39])[c:7]2[c:8]([n:9][c:10]([NH:13][c:14]3[n:15][cH:16][c:17]([N:20]4[CH2:21][CH2:22][NH:23][CH2:24][CH2:25]4)[cH:18][cH:19]3)[n:11][cH:12]2)[n:33]1[CH:34]1[CH2:35][CH2:36][CH2:37][CH2:38]1.[F:40][C:41]([C:42](=[O:43])[OH:44])([F:45])[F:46]. Starting materials: FC1=CC(=C(C=O)C=C1)[N+](=O)[O-] (4-fluoro-2-nitrobenzaldehyde), CS(=O)(=O)N1CCNCC1 (1-methanesulfonylpiperazine), O (water). Run in CS(=O)C (DMSO). Reaction conditions: temperature 100 celsius, time 1 hour. The product is CS(=O)(=O)N1CCN(CC1)C1=CC(=C(C=O)C=C1)[N+](=O)[O-] (4-(4-methanesulfonylpiperazin-1-yl)-2-nitrobenzaldehyde). RXN SMILES: F[C:2]1[CH:9]=[CH:8][C:5]([CH:6]=[O:7])=[C:4]([N+:10]([O-:12])=[O:11])[CH:3]=1.[CH3:13][S:14]([N:17]1[CH2:22][CH2:21][NH:20][CH2:19][CH2:18]1)(=[O:16])=[O:15].O>CS(C)=O>[CH3:13][S:14]([N:17]1[CH2:22][CH2:21][N:20]([C:2]2[CH:9]=[CH:8][C:5]([CH:6]=[O:7])=[C:4]([N+:10]([O-:12])=[O:11])[CH:3]=2)[CH2:19][CH2:18]1)(=[O:16])=[O:15]. Procedure details: A solution of 4-fluoro-2-nitrobenzaldehyde (0.20 g, 1.2 mmol) in DMSO (3.5 mL) was added with 1-methanesulfonylpiperazine (0.71 g, 3.5 mmol), followed by stirring at 100° C. for 1 hour. The reaction mixture was added with water and the organic layer was extracted with hexane/ethyl acetate (4/1) to remove impurities. The aqueous layer was extracted with ethyl acetate and the obtained organic layer was washed with water and saturated brine, dried over anhydrous magnesium sulfate and evaporated und... Starting materials: O=CO, CC(C)(C)OC(=O)c1c(-c2cccc(OCC3CC3)c2)c2ccccc2n1Cc1ccc(F)cc1, ClCCl. The product is O=C(O)c1c(-c2cccc(OCC3CC3)c2)c2ccccc2n1Cc1ccc(F)cc1. As a reaction SMILES: [CH:1]([OH:2])=[O:3].[CH:4]1([CH2:7][O:8][c:9]2[cH:10][c:11](-[c:15]3[c:16]([C:32](=[O:33])[O:34][C:35]([CH3:36])([CH3:37])[CH3:38])[n:17]([CH2:24][c:25]4[cH:26][cH:27][c:28]([F:31])[cH:29][cH:30]4)[c:18]4[cH:19][cH:20][cH:21][cH:22][c:23]34)[cH:12][cH:13][cH:14]2)[CH2:5][CH2:6]1.[Cl:39][CH2:40][Cl:41]>>[CH:4]1([CH2:7][O:8][c:9]2[cH:10][c:11](-[c:15]3[c:16]([C:32](=[O:33])[OH:34])[n:17]([CH2:24][c:25]4[cH:26][cH:27][c:28]([F:31])[cH:29][cH:30]4)[c:18]4[cH:19][cH:20][cH:21][cH:22][c:23]34)[cH:12][cH:13][cH:14]2)[CH2:5][CH2:6]1.